From a dataset of the Open Reaction Database (ORD), a public repository of structured organic reaction records. describe an organic reaction: reactants, conditions, products, and yield The product is crude product, ClCCCCCCCCC[C@H]1[C@H]2[C@@H]3CCC([C@@]3(C)C[C@H]([C@@H]2[C@H]2CCC(C=C2C1)=O)O)=O (7α-(9-chlorononyl)-11α-hydroxy-estr-4-ene-3,17-dione). Solvent: O1CCCC1 (tetrahydrofuran), CO (methanol), C(C)(=O)OCC (ethyl acetate). Starting materials: C(C)(=O)O[C@H]1[C@@H]2[C@H]3CCC(C=C3C[C@H]([C@H]2[C@@H]2CCC([C@@]2(C)C1)=O)CCCCCCCCCCl)=O (11α-acetoxy-7α-(9-chlorononyl)-estr-4-ene-3,17-dione), [OH-].[K+] (potassium hydroxide). Reaction conditions: time 3 hour. Procedure: 6.0 g of 11α-acetoxy-7α-(9-chlorononyl)-estr-4-ene-3,17-dione is saponified at 60° C. in a mixture of 12 ml of tetrahydrofuran and 12 ml of methanol with 17 ml of a 1N potassium hydroxide solution. After 3 hours, it is diluted with ethyl acetate, washed neutral with saturated sodium chloride solution and water and dried. The chromatography of the crude product on silica gel with a methylene chloride-acetone gradient yields 3.2 g of 7α-(9-chlorononyl)-11α-hydroxy-estr-4-ene-3,17-dione as an oil. As a reaction SMILES: C([O:4][C@@H:5]1[CH2:22][C@@:20]2([CH3:21])[C@@H:16]([CH2:17][CH2:18][C:19]2=[O:23])[C@H:15]2[C@H:6]1[C@@H:7]1[C:12]([CH2:13][C@H:14]2[CH2:24][CH2:25][CH2:26][CH2:27][CH2:28][CH2:29][CH2:30][CH2:31][CH2:32][Cl:33])=[CH:11][C:10](=[O:34])[CH2:9][CH2:8]1)(=O)C.[OH-].[K+]>O1CCCC1.CO.C(OCC)(=O)C>[Cl:33][CH2:32][CH2:31][CH2:30][CH2:29][CH2:28][CH2:27][CH2:26][CH2:25][CH2:24][C@@H:14]1[CH2:13][C:12]2[C@H:7]([CH2:8][CH2:9][C:10](=[O:34])[CH:11]=2)[C@@H:6]2[C@@H:15]1[C@H:16]1[C@@:20]([CH2:22][C@H:5]2[OH:4])([CH3:21])[C:19](=[O:23])[CH2:18][CH2:17]1 |f:1.2|. The yield is 58.3%. Starting materials: C(C)(=O)C1=CNC2=CC=CC=C2C1=O (1,4-Dihydro-3-acetyl-4-oxoquinoline), C(=O)([O-])[O-].[K+].[K+] (K2CO3), FC1=CC=C(C=C1)CBr (4-fluorophenylmethylbromide), O (water). Solvent: CN(C)C=O (DMF). Conditions: temperature 100 celsius, time 1.5 hour. Product: FC1=CC=C(C=C1)CN1C=C(C(C2=CC=CC=C12)=O)C(C)=O (1-(4-fluorophenyl)methyl-1,4-dihydro-3-acetyl-4-oxoquinoline). Isolated yield 22.4%. Reaction SMILES: [C:1]([C:4]1[C:13](=[O:14])[C:12]2[C:7](=[CH:8][CH:9]=[CH:10][CH:11]=2)[NH:6][CH:5]=1)(=[O:3])[CH3:2].C([O-])([O-])=O.[K+].[K+].[F:21][C:22]1[CH:27]=[CH:26][C:25]([CH2:28]Br)=[CH:24][CH:23]=1.O>CN(C=O)C>[F:21][C:22]1[CH:27]=[CH:26][C:25]([CH2:28][N:6]2[C:7]3[C:12](=[CH:11][CH:10]=[CH:9][CH:8]=3)[C:13](=[O:14])[C:4]([C:1](=[O:3])[CH3:2])=[CH:5]2)=[CH:24][CH:23]=1 |f:1.2.3|. Procedure: A solution of 3-acetyl-4(1H)-quinolinone (1a) (0.8 g, 45 mmol) in dry DMF (40 mL) was treated with anhydrous K2CO3 (0.86 g, 62 mmol) and 4-fluorophenylmethylbromide (2.46 g, 13 mmol) and the resulting suspension was stirred for 1.5 hours at 100° C. After cooling, water was added (100 mL) and the precipitate that formed was filtered, washed with water, light petroleum ether in turn and then dried under IR lamp to provided compound 2a (0.86 g, 65%); mp 213-214° C. (toluene). Analogs 2b (R1═C1, R2═... Reactants: CC(=O)OC(C)=O, CS(C)=O, O=C(Cc1ccccc1)NC1C(=O)N2CC(O)CSC12. Product: O=C1CSC2C(NC(=O)Cc3ccccc3)C(=O)N2C1. RXN SMILES: [CH3:21][C:22]([O:23][C:24](=[O:25])[CH3:26])=[O:27].[CH3:28][S:29]([CH3:30])=[O:31].[OH:1][CH:2]1[CH2:3][S:4][CH:5]2[N:6]([CH2:7]1)[C:8](=[O:20])[CH:9]2[NH:10][C:11]([CH2:12][c:13]1[cH:14][cH:15][cH:16][cH:17][cH:18]1)=[O:19]>>[O:1]=[C:2]1[CH2:3][S:4][CH:5]2[N:6]([CH2:7]1)[C:8](=[O:20])[CH:9]2[NH:10][C:11]([CH2:12][c:13]1[cH:14][cH:15][cH:16][cH:17][cH:18]1)=[O:19]. The reactants are OC(C)C=1C=C2C(=CNC2=CC1)C1CCN(CC1)C (5-(1-Hydroxyethyl)-3-(N-methyl-4-piperidyl)-1H-indole), ClCCl (dichloromethane). Reagents/catalysts: [O-2].[O-2].[Mn+4] (manganese dioxide), [O-2].[O-2].[Mn+4] (manganese dioxide). The solvent is C(C)#N (acetonitrile). Reaction conditions: time 16 hour. Product: C(C)(=O)C=1C=C2C(=CNC2=CC1)C1CCN(CC1)C (5-Acetyl-3-(N-methyl-4-piperidyl)-1H-indole). Isolated yield 22.0%. Reaction SMILES: [OH:1][CH:2]([C:4]1[CH:5]=[C:6]2[C:10](=[CH:11][CH:12]=1)[NH:9][CH:8]=[C:7]2[CH:13]1[CH2:18][CH2:17][N:16]([CH3:19])[CH2:15][CH2:14]1)[CH3:3].ClCCl>[O-2].[O-2].[Mn+4].C(#N)C>[C:2]([C:4]1[CH:5]=[C:6]2[C:10](=[CH:11][CH:12]=1)[NH:9][CH:8]=[C:7]2[CH:13]1[CH2:18][CH2:17][N:16]([CH3:19])[CH2:15][CH2:14]1)(=[O:1])[CH3:3] |f:2.3.4|. Procedure details: A mixture of the title compound of Example 56 (160 mg, 0.62 mmol), activated manganese dioxide (1.6 g), dichloromethane (12 ml) and acetonitrile (3 ml) was stirred for 16 hours at room temperature, when a further portion of activated manganese dioxide (0.6 g) was added. After a further 4 days, the reaction mixture was filtered and the filtrate evaporated under reduced pressure. The residue was purified by column chromatography on silica gel, eluting with 0.880 aqueous ammonia:methanol:dichlorome... Starting materials: CN(CCCN=C=NCC)C (1-(3-dimethylaminopropyl)-3-ethylcarbodiimide), C(C)(C)NC(C)C (diisopropylamine), Cl.C1(=CC=CC=C1)C1(CC(C(C2CNCC12)(O)C1=C(C=CC=C1)OC)O)C1=CC=CC=C1 ((3aRS,4RS,5RS,7aRS)-7,7-diphenyl-4-(2-methoxyphenyl)-perhydroisoindole-4,5-diol hydrochloride), N1C=C(C2=CC=CC=C12)CC(=O)O (3-indolylacetic acid), Cl (HCl), [Cl-].[Na+] (sodium chloride). The reagents and catalysts are O.ON1N=NC2=C1C=CC=C2 (1-hydroxybenzotriazole hydrate). The solvent is C(Cl)Cl (methylene chloride). Conditions: temperature 0 celsius, time 15 hour. Product: C1(=CC=CC=C1)C1(CC(C(C2CN(CC12)C(CC1=CNC2=CC=CC=C12)=O)(O)C1=C(C=CC=C1)OC)O)C1=CC=CC=C1 ((3aRS,4RS,5RS,7aRS)-7,7-diphenyl-4-(2-methoxyphenyl)-2-(3-indolylacetyl)-perhydroisoindole-4,5-diol). Yield: 74.5%. Reaction SMILES: CN(C)CCCN=C=NCC.C(NC(C)C)(C)C.Cl.[C:20]1([C:26]2([C:45]3[CH:50]=[CH:49][CH:48]=[CH:47][CH:46]=3)[CH:34]3[CH:30]([CH2:31][NH:32][CH2:33]3)[C:29]([C:36]3[CH:41]=[CH:40][CH:39]=[CH:38][C:37]=3[O:42][CH3:43])([OH:35])[CH:28]([OH:44])[CH2:27]2)[CH:25]=[CH:24][CH:23]=[CH:22][CH:21]=1.[NH:51]1[C:59]2[C:54](=[CH:55][CH:56]=[CH:57][CH:58]=2)[C:53]([CH2:60][C:61](O)=[O:62])=[CH:52]1.Cl.[Cl-].[Na+]>C(Cl)Cl.O.ON1C2C=CC=CC=2N=N1>[C:45]1([C:26]2([C:20]3[CH:21]=[CH:22][CH:23]=[CH:24][CH:25]=3)[CH:34]3[CH:30]([CH2:31][N:32]([C:61](=[O:62])[CH2:60][C:53]4[C:54]5[C:59](=[CH:58][CH:57]=[CH:56][CH:55]=5)[NH:51][CH:52]=4)[CH2:33]3)[C:29]([C:36]3[CH:41]=[CH:40][CH:39]=[CH:38][C:37]=3[O:42][CH3:43])([OH:35])[CH:28]([OH:44])[CH2:27]2)[CH:50]=[CH:49][CH:48]=[CH:47][CH:46]=1 |f:2.3,6.7,9.10|. Reported procedure: 0.46 g of 1-(3-dimethylaminopropyl)-3-ethylcarbodiimide and 0.34 cm3 of diisopropylamine are added to a solution of 0.9 g of (3aRS,4RS,5RS,7aRS)-7,7-diphenyl-4-(2-methoxyphenyl)-perhydroisoindole-4,5-diol hydrochloride, 0.4 g of 3-indolylacetic acid and 20 mg of 1-hydroxybenzotriazole hydrate in 90 cm3 of methylene chloride, cooled to 0° C. The mixture is stirred at room temperature for 15 hours, acidified with 0.1N HCl and then taken up in an aqueous saturated solution of sodium chloride. The o...